This data is from the Open Reaction Database (ORD), a public repository of structured organic reaction records. The task is: describe an organic reaction: reactants, conditions, products, and yield Starting materials: CCCCCCCCBr, COC(=O)c1cccc(C=O)c1NS(=O)(=O)c1ccc(OC)cc1, [H-], [Na+], CN(C)C=O. Product: CCCCCCCCN(c1c(C=O)cccc1C(=O)OC)S(=O)(=O)c1ccc(OC)cc1. As a reaction SMILES: [CH2:27]([CH2:28][CH2:29][CH2:30][CH2:31][CH2:32][CH2:33][CH3:34])[Br:35].[CH3:1][O:2][C:3]([c:4]1[c:5]([NH:12][S:13](=[O:14])(=[O:15])[c:16]2[cH:17][cH:18][c:19]([O:22][CH3:23])[cH:20][cH:21]2)[c:6]([CH:10]=[O:11])[cH:7][cH:8][cH:9]1)=[O:24].[H-:25].[Na+:26].[O:36]=[CH:37][N:38]([CH3:39])[CH3:40]>>[CH3:1][O:2][C:3]([c:4]1[c:5]([N:12]([S:13](=[O:14])(=[O:15])[c:16]2[cH:17][cH:18][c:19]([O:22][CH3:23])[cH:20][cH:21]2)[CH2:27][CH2:28][CH2:29][CH2:30][CH2:31][CH2:32][CH2:33][CH3:34])[c:6]([CH:10]=[O:11])[cH:7][cH:8][cH:9]1)=[O:24]. Reactants: O=C(O)c1cc2ccccc2cc1O, O=S(Cl)Cl, Cc1ccccc1C. Yields the product O=C(Cl)c1cc2ccccc2cc1O. As a reaction SMILES: [OH:1][c:2]1[c:3]([C:12](=[O:13])[OH:14])[cH:4][c:5]2[cH:6][cH:7][cH:8][cH:9][c:10]2[cH:11]1.[S:15]([Cl:16])([Cl:17])=[O:18].[c:19]1([CH3:20])[c:21]([CH3:22])[cH:23][cH:24][cH:25][cH:26]1>>[OH:1][c:2]1[c:3]([C:12](=[O:14])[Cl:17])[cH:4][c:5]2[cH:6][cH:7][cH:8][cH:9][c:10]2[cH:11]1. Starting materials: C1(=CC=CC=C1)C1CCNCC1 (4-Phenylpiperidine), C=O (paraformaldehyde), [BH4-].[Na+] (Sodium borohydride). The reagents and catalysts are C(C)(C)O[Ti](OC(C)C)(OC(C)C)OC(C)C (tetraisopropoxy-titanium). The solvent is COCCOC (1,2-dimethoxyethane). Run at temperature 60 celsius. Yields the product C1(=CC=CC=C1)C1CCN(CC1)C (4-Phenyl-1-methyl-piperidine). As a reaction SMILES: [C:1]1([CH:7]2[CH2:12][CH2:11][NH:10][CH2:9][CH2:8]2)[CH:6]=[CH:5][CH:4]=[CH:3][CH:2]=1.[CH2:13]=O.[BH4-].[Na+]>COCCOC.C(O[Ti](OC(C)C)(OC(C)C)OC(C)C)(C)C>[C:1]1([CH:7]2[CH2:8][CH2:9][N:10]([CH3:13])[CH2:11][CH2:12]2)[CH:6]=[CH:5][CH:4]=[CH:3][CH:2]=1 |f:2.3|. Reported procedure: 4-Phenylpiperidine (12.4 mmol), paraformaldehyde (24.8 mmol) and tetraisopropoxy-titanium (12.4 mmol) are suspended in 1,2-dimethoxyethane (20 ml) and warmed to 60° C. for 30 minutes and stirred at rt for one additional hour. Sodium borohydride (12.4 mmol) is added in portions and the mixture is stirred at rt for 2 hours and at 60° C. for additional 3 hours. After cooling the solvent is evaporated and the residue is dissolved in a mixture of aqueous ammonia (60 ml) and ethyl acetate and filtered... The reactants are C1CCOC1 (THF), N1[C@H](C(=O)OCC2=CC=CC=C2)CCC1.Cl (H-Pro-OBzl.HCl), C=1C=CC2=C(C1)N=NN2O (HOBT), N1([C@H](C(=O)O)CCC1)C(=O)OC(C)(C)C (BOC-Pro-OH). Run in CN(C)C=O (DMF). Run at temperature 0 celsius, time 8 hour. The product is N1([C@H](C(=O)N2[C@H](C(=O)OCC3=CC=CC=C3)CCC2)CCC1)C(=O)OC(C)(C)C (BOC-Pro-Pro-OBzl). Isolated yield 108.1%. Reaction SMILES: C1COCC1.[NH:6]1[CH2:20][CH2:19][CH2:18][C@H:7]1[C:8]([O:10][CH2:11][C:12]1[CH:17]=[CH:16][CH:15]=[CH:14][CH:13]=1)=[O:9].Cl.C1C=CC2N(O)N=NC=2C=1.[N:32]1([C:40]([O:42][C:43]([CH3:46])([CH3:45])[CH3:44])=[O:41])[CH2:39][CH2:38][CH2:37][C@H:33]1[C:34](O)=[O:35]>CN(C=O)C>[N:32]1([C:40]([O:42][C:43]([CH3:46])([CH3:45])[CH3:44])=[O:41])[CH2:39][CH2:38][CH2:37][C@H:33]1[C:34]([N:6]1[CH2:20][CH2:19][CH2:18][C@H:7]1[C:8]([O:10][CH2:11][C:12]1[CH:13]=[CH:14][CH:15]=[CH:16][CH:17]=1)=[O:9])=[O:35] |f:1.2|. Procedure: THF (180 ml), H-Pro-OBzl.HCl (43.5 g, 0.18 M) and HOBT (24.3 g, 0.18 M) were added to BOC-Pro-OH (36.6 g, 0.17 M); DMF (100 ml) was added, and WSCI (33.0 ml, 0.18 M) was added dropwise at 0° C. After stirring at 0° C. for one hour and at room temperature overnight, the solvent was distilled off in vacuo. Benzene (500 ml) was added to the residue, which was washed three times with 5% sodium bicarbonate, three times with 1 N HCl and three times with water, in that order. After drying with anhydrou... The reactants are C(C)O (ethanol), [N+](=O)([O-])[O-].[Fe+2].[N+](=O)([O-])[O-] (iron nitrate), C(=O)([O-])C(O)C(O)C(=O)[O-].[Na+].[Na+] (sodium tartrate), [OH-].[Na+] (sodium hydroxide). Run in O (water). Product: C(=O)([O-])C(O)C(O)C(=O)[O-].[Na+].[Fe+2] (iron sodium tartrate). RXN SMILES: [N+]([O-])([O-])=O.[Fe+2:5].[N+]([O-])([O-])=O.[C:10]([CH:13]([CH:15]([C:17]([O-:19])=[O:18])[OH:16])[OH:14])([O-:12])=[O:11].[Na+:20].[Na+].[OH-].[Na+].C(O)C>O>[C:10]([CH:13]([CH:15]([C:17]([O-:19])=[O:18])[OH:16])[OH:14])([O-:12])=[O:11].[Na+:20].[Fe+2:5] |f:0.1.2,3.4.5,6.7,10.11.12|. Procedure: After iron nitrate, sodium tartrate and sodium hydroxide are mixed in water, ethanol is added. The ethanol-insoluble fraction is separated and dried under reduced pressure to provide iron sodium tartrate. To this iron sodium tartrate are added NaOH and sodium tartrate to provide a solution of predetermined concentration. The preferred concentration of iron sodium tartrate is 200-500 g/l, that of sodium tartrate is 20-70 g/l, and that of NaOH is 10-100 g/l. The reactants are C(Cl)Cl.CCOC(=O)C (CH2Cl2 EtOAc), CN (methylamine), BrCC1=C(C(=O)OC)C(=CC=C1)[N+](=O)[O-] (methyl 2-bromomethyl-6-nitrobenzoate). Run in C1CCOC1 (THF), C1CCOC1 (THF), CCOC(=O)C (EtOAc). Yields the product CN1C(C2=C(C=CC=C2C1)[N+](=O)[O-])=O (N-Methyl-7-nitro-2,3-dihydroisoindole-1-one). Reaction SMILES: Br[CH2:2][C:3]1[CH:12]=[CH:11][CH:10]=[C:9]([N+:13]([O-:15])=[O:14])[C:4]=1[C:5](OC)=[O:6].[CH3:16][NH2:17].C(Cl)Cl.CCOC(C)=O>C1COCC1.CCOC(C)=O>[CH3:16][N:17]1[CH2:2][C:3]2[C:4](=[C:9]([N+:13]([O-:15])=[O:14])[CH:10]=[CH:11][CH:12]=2)[C:5]1=[O:6] |f:2.3|. Reported procedure: At room temperature, a solution of methyl 2-bromomethyl-6-nitrobenzoate (1.26 g, 4.63 mmol) in THF (13 mL) is treated with 2M soln. of methylamine in THF (14 mL), stirred for 5 h, diluted with EtOAc (100 mL), washed with sat. aqueous solution of NaHCO3 (15 mL) and brine (15 mL), dried (MgSO4), and evaporated. A flash chromatography (30 g of silica gel; CH2Cl2/EtOAc 1:1) gives N-Methyl-7-nitro-2,3-dihydroisoindole-1-one (0.561 g, 2.92 mmol) in 63%. Yellow solid. Rf (CH2Cl2/EtOAC 1:1) 0.46. 1H-NMR... Isolated yield 74.2%. RXN SMILES: [OH:1]/[N:2]=[C:3](/[C:9]1[N:10]=[C:11]([NH:14][C:15]([C:28]2[CH:33]=[CH:32][CH:31]=[CH:30][CH:29]=2)([C:22]2[CH:27]=[CH:26][CH:25]=[CH:24][CH:23]=2)[C:16]2[CH:21]=[CH:20][CH:19]=[CH:18][CH:17]=2)[S:12][CH:13]=1)\[C:4]([O:6][CH2:7][CH3:8])=[O:5].IC.[C:36](=O)([O-])[O-].[K+].[K+].CS(C)=O>C(OCC)C>[CH3:36][O:1]/[N:2]=[C:3](/[C:9]1[N:10]=[C:11]([NH:14][C:15]([C:28]2[CH:29]=[CH:30][CH:31]=[CH:32][CH:33]=2)([C:22]2[CH:23]=[CH:24][CH:25]=[CH:26][CH:27]=2)[C:16]2[CH:21]=[CH:20][CH:19]=[CH:18][CH:17]=2)[S:12][CH:13]=1)\[C:4]([O:6][CH2:7][CH3:8])=[O:5] |f:2.3.4|. Yields the product CO\N=C(/C(=O)OCC)\C=1N=C(SC1)NC(C1=CC=CC=C1)(C1=CC=CC=C1)C1=CC=CC=C1 (ethyl (Z)-2-(methoxyimino)-2-[2-(triphenylmethyl) aminothiazol-4-yl]acetate). The reactants are O\N=C(/C(=O)OCC)\C=1N=C(SC1)NC(C1=CC=CC=C1)(C1=CC=CC=C1)C1=CC=CC=C1 (ethyl (Z)-2-(hydroxyimino)-2-[2-(triphenylmethyl)aminothiazol-4-yl]acetate), IC (iodo methane), C([O-])([O-])=O.[K+].[K+] (potassium carbonate), CS(=O)C (dimethylsulfoxide). Reported procedure: To ethyl (Z)-2-(hydroxyimino)-2-[2-(triphenylmethyl)aminothiazol-4-yl]acetate(46 g) were added iodo methane(28.4 g), potassium carbonate (27.6 g) and dimethylsulfoxide(500 ml), and the mixture was stirred for 5 hours at room temperature. After ethyl ether(2 l) was added to the reaction mixture, the mixture was washed 5 times with distilled water(500 ml). The separated organic layer was dehydrated with anhydrous magnesium sulfate, filtered, and then concentrated. The residue was chromatographed o... Solvent: C(C)OCC (ethyl ether). Reaction conditions: time 5 hour.